Dataset: the Open Reaction Database (ORD), a public repository of structured organic reaction records. Task: describe an organic reaction: reactants, conditions, products, and yield The reactants are FC1=C(C(=O)O)C=CC(=N1)F (2,6-difluoronicotinic acid), CN(C)C=O (DMF), C1(=CC=CC=C1)C (toluene), C(C(=O)Cl)(=O)Cl (oxalyl dichloride). Reaction conditions: time 1 hour. The product is C(C1=CC=CC=C1)N1CCOC2=C(C1=O)C=CC(=N2)F (4-benzyl-8-fluoro-3,4-dihydropyrido[3,2-f][1,4]oxazepin-5(2H)-one). Yield: 33.0%. Reaction SMILES: F[C:2]1[N:10]=[C:9]([F:11])[CH:8]=[CH:7][C:3]=1[C:4]([OH:6])=O.C[N:13]([CH:15]=O)[CH3:14].[C:17](Cl)(=[O:21])C(Cl)=O.[C:23]1(C)[CH:28]=[CH:27][CH:26]=[CH:25][CH:24]=1>>[CH2:15]([N:13]1[C:4](=[O:6])[C:3]2[CH:7]=[CH:8][C:9]([F:11])=[N:10][C:2]=2[O:21][CH2:17][CH2:14]1)[C:23]1[CH:28]=[CH:27][CH:26]=[CH:25][CH:24]=1. Procedure details: To a mixture of 2,6-difluoronicotinic acid (20.0 g), DMF (4 mL) and toluene (400 mL) was added oxalyl dichloride (11.9 mL) at 0° C. The mixture was stirred at room temperature for 1 hr, and the solvent was evaporated under reduced pressure. THF (120 mL) was added to the residue, and a solution of N-benzylethanolamine (20.9 g) in THF was added. 8M Aqueous sodium hydroxide solution (40 mL) was added at 0° C., and the resulting mixture was stirred at room temperature for 16 hr. Ethyl acetate and wa... Starting materials: CC1=C(C=CC(=N1)N)C1=CC=CC=C1 (6-Methyl-5-phenyl-2-pyridylamine), FC1=C(C(=O)N=C=O)C(=CC=C1)F (2,6-difluorobenzoyl isocyanate). Solvent: C(C)(=O)OCC (ethyl acetate). Yields the product FC1=C(C(=O)NC(=O)NC2=NC(=C(C=C2)C2=CC=CC=C2)C)C(=CC=C1)F (1-(2,6-DIFLUOROBENZOYL)-3-(6-METHYL-5-PHENYL-2-PYRIDYL)UREA). As a reaction SMILES: [CH3:1][C:2]1[N:7]=[C:6]([NH2:8])[CH:5]=[CH:4][C:3]=1[C:9]1[CH:14]=[CH:13][CH:12]=[CH:11][CH:10]=1.[F:15][C:16]1[CH:26]=[CH:25][CH:24]=[C:23]([F:27])[C:17]=1[C:18]([N:20]=[C:21]=[O:22])=[O:19]>C(OCC)(=O)C>[F:15][C:16]1[CH:26]=[CH:25][CH:24]=[C:23]([F:27])[C:17]=1[C:18]([NH:20][C:21]([NH:8][C:6]1[CH:5]=[CH:4][C:3]([C:9]2[CH:10]=[CH:11][CH:12]=[CH:13][CH:14]=2)=[C:2]([CH3:1])[N:7]=1)=[O:22])=[O:19]. Procedure details: 6-Methyl-5-phenyl-2-pyridylamine (500 mg) and 2,6-difluorobenzoyl isocyanate (650 mg) were reacted in 25 ml ethyl acetate. A precipitate formed which was filtered, dried, and identified as the desired product by NMR, m.p. 206°-208° C. Starting materials: C(C(=O)Cl)(=O)Cl (oxalyl chloride), CS(=O)C (dimethyl sulfoxide), FC1=CC=C(C=C1)C1=C(C(=NC(=C1CO)C(C)C)C(C)C)CO (4-(4-Fluorophenyl)-3,5-di(hydroxymethyl)-2,6-bis(1-methylethyl)pyridine). Run in CS(=O)C.ClCCl (dimethyl sulfoxide dichloromethane). Reaction conditions: temperature -78 celsius, time 10 minute. The product is FC1=CC=C(C=C1)C1=C(C(=NC(=C1C=O)C(C)C)C(C)C)C=O (4-(4-Fluorophenyl)-2,6-bis(1-methylethyl) pyridine-3,5-dicarboxaldehyde). RXN SMILES: C(Cl)(=O)C(Cl)=O.CS(C)=O.[F:11][C:12]1[CH:17]=[CH:16][C:15]([C:18]2[C:23]([CH2:24][OH:25])=[C:22]([CH:26]([CH3:28])[CH3:27])[N:21]=[C:20]([CH:29]([CH3:31])[CH3:30])[C:19]=2[CH2:32][OH:33])=[CH:14][CH:13]=1>CS(C)=O.ClCCl>[F:11][C:12]1[CH:17]=[CH:16][C:15]([C:18]2[C:19]([CH:32]=[O:33])=[C:20]([CH:29]([CH3:31])[CH3:30])[N:21]=[C:22]([CH:26]([CH3:28])[CH3:27])[C:23]=2[CH:24]=[O:25])=[CH:14][CH:13]=1 |f:3.4|. Procedure: To solution of 16 ml (0.18 mol) oxalyl chloride in 150 ml dry diohloromethans was added, et -78° C., 40 ml dimethyl sulfoxide over a period of 5 minutes. After 10 minutes, 26 g (0,082 mol) of the product of step 3 in 200 ml of 1:3 solution dimethyl sulfoxide/dichloromethane was added dropwise. This reaction mixture was stirred at -78° C. for 20 minutes, before it was quenched with 80 ml triethylamime. The cooling bath was removed and the reaction was allowed to warm to room temperature. The reac... Starting materials: CCO, O=C(c1cc2ccnc(Cl)c2[nH]1)N1CCCC1. The product is O=C(c1cc2ccncc2[nH]1)N1CCCC1. RXN SMILES: [CH3:18][CH2:19][OH:20].[Cl:1][c:2]1[n:3][cH:4][cH:5][c:6]2[c:7]1[nH:8][c:9]([C:11](=[O:12])[N:13]1[CH2:14][CH2:15][CH2:16][CH2:17]1)[cH:10]2>>[cH:2]1[n:3][cH:4][cH:5][c:6]2[c:7]1[nH:8][c:9]([C:11](=[O:12])[N:13]1[CH2:14][CH2:15][CH2:16][CH2:17]1)[cH:10]2. The solvent is C(C)O (ethanol). The yield is 28.9%. Reaction SMILES: [C:1](CC(O)=O)#[N:2].C(O[C:11](=[O:13])[CH3:12])(=O)C.[CH2:14]([NH:18][C:19]([NH:21][CH3:22])=[S:20])[CH:15]([CH3:17])[CH3:16].[OH-].[Na+]>C(O)C>[NH2:2][C:1]1[N:18]([CH2:14][CH:15]([CH3:17])[CH3:16])[C:19](=[S:20])[N:21]([CH3:22])[C:11](=[O:13])[CH:12]=1 |f:3.4|. Product: NC1=CC(N(C(N1CC(C)C)=S)C)=O (6-amino-1-isobutyl-3-methyl-2-thioxo-1H-pyrimidin-4-one). Procedure: A solution of cyanoacetic acid (1.52 g, 17.8 mmol) in acetic anhydride (2.45 mL, 25.9 mmol) was added to 1-isobutyl-3-methylthiourea (2.37 g, 16.2 mmol). The reaction mixture was heated to 60° C. for 1.5 h. The solvent was evaporated and the resulting red oil was redissolved in ethanol (5 mL) and 5M sodium hydroxide (1.6 mL, 8.1 mmol) was added. The reaction mixture was refluxed for 2 h. The solvent was co-evaporated with ethanol and the resulting pale brown solid was purified by flash chromatog... Starting materials: C(#N)CC(=O)O (cyanoacetic acid), C(C)(=O)OC(C)=O (acetic anhydride), C(C(C)C)NC(=S)NC (1-isobutyl-3-methylthiourea), [OH-].[Na+] (sodium hydroxide). Reaction conditions: temperature 60 celsius. Starting materials: C(C)(C)(C)C1CCC(CC1)C(=O)NC(CC)C=1C(NC(=NN1)C1CC1)=O (4-tert-butyl-N-[1-(3-cyclopropyl-5-oxo-4,5-dihydro-1,2,4-triazin-6-yl)propyl]cyclohexanecarboxamide), P(=O)(Cl)(Cl)Cl (phosphoric trichloride). The product is C(C)(C)(C)C1CCC(CC1)C1=NC(=C2C(NC(=NN21)C2CC2)=O)CC (7-(4-tert-Butylcyclohexyl)-2-cyclopropyl-5-ethylimidazo[5,1-f][1,2,4]triazin-4(3H)-one). Reaction SMILES: [C:1]([CH:5]1[CH2:10][CH2:9][CH:8]([C:11]([NH:13][CH:14]([C:17]2[C:18](=[O:26])[NH:19][C:20]([CH:23]3[CH2:25][CH2:24]3)=[N:21][N:22]=2)[CH2:15][CH3:16])=O)[CH2:7][CH2:6]1)([CH3:4])([CH3:3])[CH3:2].P(Cl)(Cl)(Cl)=O>>[C:1]([CH:5]1[CH2:10][CH2:9][CH:8]([C:11]2[N:22]3[C:17]([C:18](=[O:26])[NH:19][C:20]([CH:23]4[CH2:25][CH2:24]4)=[N:21]3)=[C:14]([CH2:15][CH3:16])[N:13]=2)[CH2:7][CH2:6]1)([CH3:4])([CH3:3])[CH3:2]. Reported procedure: In analogy to the procedure for Example 1, 464 mg (1.29 mmol) crude 4-tert-butyl-N-[1-(3-cyclopropyl-5-oxo-4,5-dihydro-1,2,4-triazin-6-yl)propyl]cyclohexanecarboxamide, 200 mg (1.29 mmol) phosphoric trichloride are stirred at reflux for 3 hours, and proportionate amounts of the solvents are used. The resulting mixture is separated into the isomers via silica gel chromatography with eluent cyclohexane/ethylacetate 5/1, 2/1.